This data is from the Open Reaction Database (ORD), a public repository of structured organic reaction records. The task is: describe an organic reaction: reactants, conditions, products, and yield Reactants: CS(=O)(=O)O (methanesulfonic acid), ClC=1C(=C(NC2=NC=NC3=CC(=C(C=C23)OC2CCN(CC2)C(CO)=O)OC)C=CC1)F (4-(3-chloro-2-fluoroanilino)-6-[1-(hydroxyacetyl)piperidin-4-yloxy]-7-methoxyquinazoline). Run in O (water), CC(C)O (IPA). Conditions: temperature 80 celsius. The product is CS(=O)(=O)O.ClC=1C(=C(NC2=NC=NC3=CC(=C(C=C23)OC2CCN(CC2)C(CO)=O)OC)C=CC1)F (4-(3-Chloro-2-fluoroanilino)-6-[1-(hydroxyacetyl)piperidin-4-yloxy]-7-methoxyquinazoline methanesulfonate salt). The yield is 83.8%. Reaction SMILES: [CH3:1][S:2]([OH:5])(=[O:4])=[O:3].[Cl:6][C:7]1[C:8]([F:37])=[C:9]([CH:34]=[CH:35][CH:36]=1)[NH:10][C:11]1[C:20]2[C:15](=[CH:16][C:17]([O:32][CH3:33])=[C:18]([O:21][CH:22]3[CH2:27][CH2:26][N:25]([C:28](=[O:31])[CH2:29][OH:30])[CH2:24][CH2:23]3)[CH:19]=2)[N:14]=[CH:13][N:12]=1>O.CC(O)C>[CH3:1][S:2]([OH:5])(=[O:4])=[O:3].[Cl:6][C:7]1[C:8]([F:37])=[C:9]([CH:34]=[CH:35][CH:36]=1)[NH:10][C:11]1[C:20]2[C:15](=[CH:16][C:17]([O:32][CH3:33])=[C:18]([O:21][CH:22]3[CH2:27][CH2:26][N:25]([C:28](=[O:31])[CH2:29][OH:30])[CH2:24][CH2:23]3)[CH:19]=2)[N:14]=[CH:13][N:12]=1 |f:4.5|. Reported procedure: A solution of methanesulfonic acid (1.02 g) in water (7 ml) was added to 4-(3-chloro-2-fluoroanilino)-6-[1-(hydroxyacetyl)piperidin-4-yloxy]-7-methoxyquinazoline (4.6 g) in IPA (25 ml) at 40° C. The mixture was heated to 80° C. during which all solids dissolved. The solution was filtered into a clean vessel maintaining the solution above 50° C. After a line wash of 15% aqueous IPA (18 ml), the combined filtrates and wash were heated at 40° C. On stirring, a solid crystallised. The mixture was co... Starting materials: [Br-], CCCCCCCCCCCCCCCCCCCCCCOc1ccc2c(c1)C(=O)c1ccccc1-2, C1CCOC1, [Mg+]c1ccc(Cl)cc1, Cl. Yields the product CCCCCCCCCCCCCCCCCCCCCCOc1ccc2c(c1)C(O)(c1ccc(Cl)cc1)c1ccccc1-2. As a reaction SMILES: [Br-:38].[CH2:1]([CH2:2][CH2:3][CH2:4][CH2:5][CH2:6][CH2:7][CH2:8][CH2:9][CH2:10][CH2:11][CH2:12][CH2:13][CH2:14][CH2:15][CH2:16][CH2:17][CH2:18][CH2:19][CH2:20][CH2:21][CH3:22])[O:23][c:24]1[cH:25][c:26]2[c:34]([cH:35][cH:36]1)-[c:33]1[c:28]([cH:29][cH:30][cH:31][cH:32]1)[C:27]2=[O:37].[CH2:48]1[O:49][CH2:50][CH2:51][CH2:52]1.[Cl:39][c:40]1[cH:41][cH:42][c:43]([Mg+:46])[cH:44][cH:45]1.[ClH:47]>>[CH2:1]([CH2:2][CH2:3][CH2:4][CH2:5][CH2:6][CH2:7][CH2:8][CH2:9][CH2:10][CH2:11][CH2:12][CH2:13][CH2:14][CH2:15][CH2:16][CH2:17][CH2:18][CH2:19][CH2:20][CH2:21][CH3:22])[O:23][c:24]1[cH:25][c:26]2[c:34]([cH:35][cH:36]1)-[c:33]1[c:28]([cH:29][cH:30][cH:31][cH:32]1)[C:27]2([OH:37])[c:43]1[cH:42][cH:41][c:40]([Cl:39])[cH:45][cH:44]1. The reactants are P12(=S)SP3(=S)SP(=S)(S1)SP(=S)(S2)S3 (phosphorus pentasulfide), [S-2].[K+].[K+] (potassium sulfide), ClCCC1OC2=C(C(N(C1)C)=O)C=CC1=CC=CC=C12 (2-(2-chloroethyl)-2,3-dihydro-4-methylnaphth[2,1-f][1,4]oxazepin-5(4H)-one). The solvent is C1(=CC=CC=C1)C (toluene). Yields the product ClCCC1OC2=C(C(N(C1)C)=S)C=CC1=CC=CC=C12 (2-(2-Chloroethyl)-2,3-dihydro-4-methylnaphth[2,1-f][1,4]oxazepine-5(4H)-thione). The yield is 84.1%. As a reaction SMILES: P12(SP3(SP(SP(S3)(S1)=S)(=S)S2)=S)=S.[S-2:15].[K+].[K+].[Cl:18][CH2:19][CH2:20][CH:21]1[CH2:27][N:26]([CH3:28])[C:25](=O)[C:24]2[CH:30]=[CH:31][C:32]3[C:37]([C:23]=2[O:22]1)=[CH:36][CH:35]=[CH:34][CH:33]=3>C1(C)C=CC=CC=1>[Cl:18][CH2:19][CH2:20][CH:21]1[CH2:27][N:26]([CH3:28])[C:25](=[S:15])[C:24]2[CH:30]=[CH:31][C:32]3[C:37]([C:23]=2[O:22]1)=[CH:36][CH:35]=[CH:34][CH:33]=3 |f:1.2.3|. Procedure: A mixture of 9.55 g of phosphorus pentasulfide and 9.5 g of potassium sulfide were ground together and added to a solution of 20.2 g (0.07 mole) of 2-(2-chloroethyl)-2,3-dihydro-4-methylnaphth[2,1-f][1,4]oxazepin-5(4H)-one in 200 ml of dry toluene. The mixture was stirred and heated at reflux for 7 hr. The hot reaction mixture was filtered and the product crystallized from the cooled filtrate. Recrystallization from chloroform gave 18 g (84%) of yellow crystals, m.p. 167°-170° C. The reactants are C(CC(O)(C(=O)O)CC(=O)O)(=O)O (citric acid), C(C)OC(C(CC1=CC2=NC(=CC=C2N1CC1=CC=C(C=C1)Cl)OC)(C)C)=O (3-[5-Methoxy-1-(4-chloro-benzyl)-1H-pyrrolo[3,2-b]pyridin-2-yl]-2,2-dimethyl-propionic acid ethyl ester), [Li+].[OH-] (LiOH), CO (MeOH). Run in CCOC(=O)C (EtOAc), O (water), O (H2O), C1CCOC1 (THF). Reaction conditions: temperature 60 celsius. The product is ClC1=CC=C(CN2C(=CC3=NC(=CC=C32)OC)CC(C(=O)O)(C)C)C=C1 (3-[1-(4-Chloro-benzyl)-5-methoxy-1H-pyrrolo[3,2-b]pyridin-2-yl]-2,2-dimethyl-propionic acid). RXN SMILES: C([O:3][C:4](=[O:28])[C:5]([CH3:27])([CH3:26])[CH2:6][C:7]1[N:15]([CH2:16][C:17]2[CH:22]=[CH:21][C:20]([Cl:23])=[CH:19][CH:18]=2)[C:14]2[C:9](=[N:10][C:11]([O:24][CH3:25])=[CH:12][CH:13]=2)[CH:8]=1)C.CO.[Li+].[OH-].C(O)(=O)CC(CC(O)=O)(C(O)=O)O>C1COCC1.CCOC(C)=O.O>[Cl:23][C:20]1[CH:19]=[CH:18][C:17]([CH2:16][N:15]2[C:14]3[C:9](=[N:10][C:11]([O:24][CH3:25])=[CH:12][CH:13]=3)[CH:8]=[C:7]2[CH2:6][C:5]([CH3:27])([CH3:26])[C:4]([OH:28])=[O:3])=[CH:22][CH:21]=1 |f:2.3|. Procedure: 3-[5-Methoxy-1-(4-chloro-benzyl)-1H-pyrrolo[3,2-b]pyridin-2-yl]-2,2-dimethyl-propionic acid ethyl ester (0.050 g, 0.12 mmol) was dissolved in THF (0.1 mL), MeOH(0.1 mL), and H2O (0.1 mL). LiOH(0.02 g, 0.50 mmol) was added and the reaction was heated to 60° C. for 2 hours. Once no starting material was seen by LCMS, the reaction was cooled to room temperature and diluted with EtOAc and water. The mixture was neutralized with solid citric acid to ˜pH 5, the aqueous layer was extracted three times ... Starting materials: C(C)S(=O)(=O)C1=C(C=CC(=C1)C(F)(F)F)C1=NC=2C(=NC=C(C2)S(=O)C(F)(F)F)N1C (2-(2-ethylsulfonyl-4-trifluoromethylphenyl)-3-methyl-6-trifluoromethylsulfinyl-3H-imidazo[4,5-b]pyridine), OO (hydrogen peroxide), C(C)#N (acetonitrile). Reagents/catalysts: O.O.[O-][W](=O)(=O)[O-].[Na+].[Na+] (sodium tungstate dihydrate). The solvent is O (water). The product is C(C)S(=O)(=O)C1=C(C=CC(=C1)C(F)(F)F)C1=NC=2C(=NC=C(C2)S(=O)(=O)C(F)(F)F)N1C (2-(2-ethylsulfonyl-4-trifluoromethylphenyl)-3-methyl-6-trifluoromethylsulfonyl-3H-imidazo[4,5-b]pyridine). Reaction SMILES: [CH2:1]([S:3]([C:6]1[CH:11]=[C:10]([C:12]([F:15])([F:14])[F:13])[CH:9]=[CH:8][C:7]=1[C:16]1[N:30]([CH3:31])[C:19]2=[N:20][CH:21]=[C:22]([S:24]([C:26]([F:29])([F:28])[F:27])=[O:25])[CH:23]=[C:18]2[N:17]=1)(=[O:5])=[O:4])[CH3:2].[OH:32]O.C(#N)C>O.O.[O-][W]([O-])(=O)=O.[Na+].[Na+].O>[CH2:1]([S:3]([C:6]1[CH:11]=[C:10]([C:12]([F:15])([F:14])[F:13])[CH:9]=[CH:8][C:7]=1[C:16]1[N:30]([CH3:31])[C:19]2=[N:20][CH:21]=[C:22]([S:24]([C:26]([F:29])([F:27])[F:28])(=[O:32])=[O:25])[CH:23]=[C:18]2[N:17]=1)(=[O:5])=[O:4])[CH3:2] |f:3.4.5.6.7|. Procedure: A mixture of 2-(2-ethylsulfonyl-4-trifluoromethylphenyl)-3-methyl-6-trifluoromethylsulfinyl-3H-imidazo[4,5-b]pyridine (0.26 g), sodium tungstate dihydrate (36 mg), 30% of aqueous hydrogen peroxide solution (1 ml) and acetonitrile (5 ml) was stirred under reflux for 4.5 hours. The mixture was cooled to room temperature. Into the reaction mixture, water was poured, and extracted with ethyl acetate. The combined organic layer was dried over magnesium sulfate, and concentrated under reduced pressure... The reactants are CC1=C(C=C(C(=C1)[N+](=O)[O-])C)OCC1(CC1)C (2,5-dimethyl-1-[(1-methylcyclopropyl)methoxy]-4-nitrobenzen e), C(C)(=O)O (acetic acid). Reagents/catalysts: [Fe] (iron). Run in O (water). Run at temperature 80 celsius, time 1 hour. The product is CC1=C(C=C(C(=C1)OCC1(CC1)C)C)N (2,5-dimethyl-4-[(1-methylcyclopropyl)methoxy]phenylamine). Yield: 88.3%. RXN SMILES: [CH3:1][C:2]1[CH:7]=[C:6]([N+:8]([O-])=O)[C:5]([CH3:11])=[CH:4][C:3]=1[O:12][CH2:13][C:14]1([CH3:17])[CH2:16][CH2:15]1.C(O)(=O)C>[Fe].O>[CH3:11][C:5]1[CH:4]=[C:3]([O:12][CH2:13][C:14]2([CH3:17])[CH2:15][CH2:16]2)[C:2]([CH3:1])=[CH:7][C:6]=1[NH2:8]. Procedure details: A mixture of 0.61 g of 2,5-dimethyl-1-[(1-methylcyclopropyl)methoxy]-4-nitrobenzen e, 0.78 g of iron powder, 21 ml of acetic acid and 3 mL of water was stirred at 80° C. for 1 hour. The reaction mixture was cooled to around room temperature, and then concentrated under reduced pressure. The resulting residue was converted into basic with an aqueous 1 N sodium hydroxide solution, then ethyl acetate was added, and the mixture was filtered. The filtrate was extracted with ethyl acetate, and then th... Reactants: S(=O)(=O)([O-])[O-].[Mg+2] (magnesium sulfate), C(C)(=O)OCC (ethyl acetate), C(C)(=O)OCC (ethyl acetate), C1=CC(=C(C=C1[C@H](CN)O)O)O (norepinephrine), C(C)(=O)OCC (ethyl acetate). The reagents and catalysts are [Pt] (platinum on carbon). Yields the product C(C1=CC=CC=C1)OC1=CC=C(C=C1)CCCC=O (4-(4-benzyloxyphenyl)-butanal). RXN SMILES: S([O-])([O-])(=O)=O.[Mg+2].[CH:7]1[C:12]([C@@H:13](O)[CH2:14]N)=[CH:11][C:10]([OH:17])=[C:9](O)[CH:8]=1.[C:19]([O:22][CH2:23][CH3:24])(=O)[CH3:20]>[Pt]>[CH2:23]([O:22][C:19]1[CH:20]=[CH:11][C:12]([CH2:7][CH2:8][CH2:9][CH:10]=[O:17])=[CH:13][CH:14]=1)[C:24]1[CH:11]=[CH:12][CH:7]=[CH:8][CH:9]=1 |f:0.1|. Procedure: A solution of 4-(4-benzyloxyphenyl)-butanal (52.4 g, 206 mmol) in 150 mL ethyl acetate (1.4M solution) was prepared and set aside. 10% platinum on carbon (3.40 g) was prewetted with ethyl acetate and transferred to the reactor. To this was added magnesium sulfate (60.0 g, 500 mmol), followed by the ethyl acetate solution of (trimethylsilyl)-protected norepinephrine prepared as described in Example 1. Reactants: N1C=NC=C1.CC(C)OC=1C2=C(SC1C(=O)NC1=NN=NN1)C=C(C(=C2)OC)OCC2=CC=CC=C2 (3-(1-methylethoxy)-5-methoxy-6(phenylmethoxy)-N-1H-tetrazol-5-yl-benzo[b]thiophene2-carboxamide imidazole salt). The reagents and catalysts are [Pd] (palladium on carbon), catalyst. Solvent: C(C)(=O)O (acetic acid), C(C)(=O)O (acetic acid). Conditions: time 33 hour. The product is CC(C)OC=1C2=C(SC1C(=O)NC1=NN=NN1)C=C(C(=C2)OC)O (3-(1-methylethoxy)-5-methoxy-6-hydroxy-N-lH-tetrazol-5-yl-benzo[b]thiophene-2-carboxamide). The yield is 28.6%. Reaction SMILES: N1C=CN=C1.[CH3:6][CH:7]([O:9][C:10]1[C:11]2[CH:26]=[C:25]([O:27][CH3:28])[C:24]([O:29]CC3C=CC=CC=3)=[CH:23][C:12]=2[S:13][C:14]=1[C:15]([NH:17][C:18]1[NH:22][N:21]=[N:20][N:19]=1)=[O:16])[CH3:8]>[Pd].C(O)(=O)C>[CH3:8][CH:7]([O:9][C:10]1[C:11]2[CH:26]=[C:25]([O:27][CH3:28])[C:24]([OH:29])=[CH:23][C:12]=2[S:13][C:14]=1[C:15]([NH:17][C:18]1[NH:22][N:21]=[N:20][N:19]=1)=[O:16])[CH3:6] |f:0.1|. Reported procedure: A slurry of 3-(1-methylethoxy)-5-methoxy-6(phenylmethoxy)-N-1H-tetrazol-5-yl-benzo[b]thiophene2-carboxamide imidazole salt (1.55 g, 3 mmoles) and 20% palladium on carbon (0.5 g) in acetic acid (250 mls) is shaken under hydrogen (50 psig) in a Parr apparatus at 40° C. After 19 hours an additional 0.5 g of catalyst and acetic acid (250 mls) are added and shaking continued at 50° C. for 33 hours. The catalyst is filtered from the cooled mixture and rinsed with acetic acid. The filtrate is stripped ... The reagents and catalysts are CC(=O)[O-].CC(=O)[O-].[Pd+2] (Pd(OAc)2). Reported procedure: A stream of argon was passed through a mixture of 8-bromo-2-(7-(2-methoxyethoxy)-imidazo[1,2-a]pyridin-3-yl)quinoline (0.100 g, 0.2511 mmol), (R)-tert-butyl 3-aminopyrrolidine-1-carboxylate (0.05537 ml, 0.3264 mmol), Cs2CO3 (0.1145 g, 0.3515 mmol), Pd(OAc)2 (0.01127 g, 0.05022 mmol) and rac-BINAP (0.01564 g, 0.02511 mmol) in toluene (1 mL) for 15 minutes. The mixture was heated to 100° C. for 18 hours. The mixture was then allowed to cool to ambient temperature and dichloromethane was added. Aft... Reaction SMILES: Br[C:2]1[CH:3]=[CH:4][CH:5]=[C:6]2[C:11]=1[N:10]=[C:9]([C:12]1[N:16]3[CH:17]=[CH:18][C:19]([O:21][CH2:22][CH2:23][O:24][CH3:25])=[CH:20][C:15]3=[N:14][CH:13]=1)[CH:8]=[CH:7]2.[NH2:26][C@@H:27]1[CH2:31][CH2:30][N:29]([C:32]([O:34][C:35]([CH3:38])([CH3:37])[CH3:36])=[O:33])[CH2:28]1.C([O-])([O-])=O.[Cs+].[Cs+].C1C=CC(P(C2C(C3C(P(C4C=CC=CC=4)C4C=CC=CC=4)=CC=C4C=3C=CC=C4)=C3C(C=CC=C3)=CC=2)C2C=CC=CC=2)=CC=1>C1(C)C=CC=CC=1.CC([O-])=O.CC([O-])=O.[Pd+2].ClCCl>[CH3:25][O:24][CH2:23][CH2:22][O:21][C:19]1[CH:18]=[CH:17][N:16]2[C:12]([C:9]3[CH:8]=[CH:7][C:6]4[C:11](=[C:2]([NH:26][C@H:27]5[CH2:31][CH2:30][N:29]([C:32]([O:34][C:35]([CH3:38])([CH3:37])[CH3:36])=[O:33])[CH2:28]5)[CH:3]=[CH:4][CH:5]=4)[N:10]=3)=[CH:13][N:14]=[C:15]2[CH:20]=1 |f:2.3.4,7.8.9|. Solvent: ClCCl (dichloromethane), C1(=CC=CC=C1)C (toluene). The reactants are BrC=1C=CC=C2C=CC(=NC12)C1=CN=C2N1C=CC(=C2)OCCOC (8-bromo-2-(7-(2-methoxyethoxy)-imidazo[1,2-a]pyridin-3-yl)quinoline), N[C@H]1CN(CC1)C(=O)OC(C)(C)C ((R)-tert-butyl 3-aminopyrrolidine-1-carboxylate), C(=O)([O-])[O-].[Cs+].[Cs+] (Cs2CO3), C=1C=CC(=CC1)P(C=2C=CC=CC2)C3=CC=C4C=CC=CC4=C3C5=C6C=CC=CC6=CC=C5P(C=7C=CC=CC7)C=8C=CC=CC8 (rac-BINAP). Conditions: temperature 100 celsius, time 30 minute. Product: COCCOC1=CC=2N(C=C1)C(=CN2)C2=NC1=C(C=CC=C1C=C2)N[C@@H]2CN(CC2)C(=O)OC(C)(C)C ((S)-tert-butyl 3-(2-(7-(2-methoxyethoxy)imidazo[1,2-a]pyridin-3-yl)quinolin-8-ylamino)pyrrolidine-1-carboxylate).